describe an organic reaction: reactants, conditions, products, and yield From a dataset of the Open Reaction Database (ORD), a public repository of structured organic reaction records. The reactants are CCO, O=[N+]([O-])c1ccc(Cl)nc1Cl, [NH4+], [Na+], [OH-], [OH-], O. The product is Nc1nc(Cl)ccc1[N+](=O)[O-]. As a reaction SMILES: [CH3:17][CH2:18][OH:19].[Cl:5][c:6]1[n:7][c:8]([Cl:15])[cH:9][cH:10][c:11]1[N+:12](=[O:13])[O-:14].[NH4+:1].[Na+:4].[OH-:2].[OH-:3].[OH2:16]>>[NH2:1][c:6]1[n:7][c:8]([Cl:15])[cH:9][cH:10][c:11]1[N+:12](=[O:13])[O-:14]. Starting materials: CC(=O)[O-], CCO, Cl, [Na+], CON, CC(=O)c1ccc2nnn(Cc3ccc4ncccc4c3)c2n1. Yields the product CON=C(C)c1ccc2nnn(Cc3ccc4ncccc4c3)c2n1. Reaction SMILES: [CH3:25][C:26](=[O:27])[O-:28].[CH3:33][CH2:34][OH:35].[ClH:29].[Na+:24].[O:30]([CH3:31])[NH2:32].[n:1]1[cH:2][cH:3][cH:4][c:5]2[cH:6][c:7]([CH2:11][n:12]3[n:13][n:14][c:15]4[c:16]3[n:17][c:18]([C:21]([CH3:22])=[O:23])[cH:19][cH:20]4)[cH:8][cH:9][c:10]12>>[n:1]1[cH:2][cH:3][cH:4][c:5]2[cH:6][c:7]([CH2:11][n:12]3[n:13][n:14][c:15]4[c:16]3[n:17][c:18]([C:21]([CH3:22])=[N:32][O:30][CH3:31])[cH:19][cH:20]4)[cH:8][cH:9][c:10]12. Starting materials: ClC1=NC2=CC=CC=C2C(=N1)NC1=C(C=CC=C1)C (2-chloro-4-(2-methylphenylamino)quinazoline), N1CCCC1 (pyrrolidine). The solvent is C(C)O (ethanol), C(C)O (ethanol). Product: N1(CCCC1)C1=NC2=CC=CC=C2C(=N1)NC1=C(C=CC=C1)C (2-pyrrolidino-4-(2-methylphenylamino)quinazoline). Isolated yield 65.2%. RXN SMILES: Cl[C:2]1[N:11]=[C:10]([NH:12][C:13]2[CH:18]=[CH:17][CH:16]=[CH:15][C:14]=2[CH3:19])[C:9]2[C:4](=[CH:5][CH:6]=[CH:7][CH:8]=2)[N:3]=1.[NH:20]1[CH2:24][CH2:23][CH2:22][CH2:21]1>C(O)C>[N:20]1([C:2]2[N:11]=[C:10]([NH:12][C:13]3[CH:18]=[CH:17][CH:16]=[CH:15][C:14]=3[CH3:19])[C:9]3[C:4](=[CH:5][CH:6]=[CH:7][CH:8]=3)[N:3]=2)[CH2:24][CH2:23][CH2:22][CH2:21]1. Procedure: 2-chloro-4-(2-methylphenylamino)quinazoline (5 g, 0.0185 mol) and pyrrolidine (6.59 g, 0.093 mol) were dissolved in ethanol (65 ml) placed in a sealed vessel and heated to 135° for 5 hours. After cooling, the reaction mixture was dissolved in ethanol and then evaporated in vacuo. The oily residue afforded crystals of 2-pyrrolidino-4-(2-methylphenylamino)quinazoline (3.67 g, 65%) from ethanol/water, m.p. 152°-154°. Reaction conditions: temperature 0 celsius, time 15 minute. Reported procedure: A solution of triphenylphosphine (20 g) in tetrahydrofuran (300 mL) cooled at 0° C. is treated dropwise during 5 minutes with diisopropyl azodicarboxylate (15 mL) and stirred for 15 minutes at 0° C. It is then treated, dropwise, with a solution of 2-fluoro-4-hydroxybenzonitrile (7 g) and 3-thienylmethanol (7 g) in tetrahydrofuran (200 mL) during 2 hours, and stirring is continued at ambient temperature for 18 hours. The mixture is concentrated in vacuo and the residue is dissolved in ethyl aceta... Yields the product FC1=C(C#N)C=CC(=C1)OCC1=CSC=C1 (2-fluoro-4-(3-thienyl-methoxy)benzonitrile). RXN SMILES: C1(P(C2C=CC=CC=2)C2C=CC=CC=2)C=CC=CC=1.N(C(OC(C)C)=O)=NC(OC(C)C)=O.[F:34][C:35]1[CH:42]=[C:41]([OH:43])[CH:40]=[CH:39][C:36]=1[C:37]#[N:38].[S:44]1[CH:48]=[CH:47][C:46]([CH2:49]O)=[CH:45]1>O1CCCC1.ClCCl>[F:34][C:35]1[CH:42]=[C:41]([O:43][CH2:49][C:46]2[CH:47]=[CH:48][S:44][CH:45]=2)[CH:40]=[CH:39][C:36]=1[C:37]#[N:38]. Run in ClCCl (dichloromethane), O1CCCC1 (tetrahydrofuran), O1CCCC1 (tetrahydrofuran). Yield: 50.4%. Reactants: C1(=CC=CC=C1)P(C1=CC=CC=C1)C1=CC=CC=C1 (triphenylphosphine), FC1=C(C#N)C=CC(=C1)O (2-fluoro-4-hydroxybenzonitrile), S1C=C(C=C1)CO (3-thienylmethanol), N(=NC(=O)OC(C)C)C(=O)OC(C)C (diisopropyl azodicarboxylate).